Dataset: the Open Reaction Database (ORD), a public repository of structured organic reaction records. Task: describe an organic reaction: reactants, conditions, products, and yield Reactants: S(=O)(Cl)Cl (Thionyl chloride), CC=1C=C2C=CC(=CC2=CC1)C(CN1C=NC=C1)O (1-[2-(6-methyl-2-naphthyl)-2-hydroxyethyl]imidazole). The product is Cl.CC=1C=C2C=CC(=CC2=CC1)C(CN1C=NC=C1)Cl (1-[2-(6-methyl-2-naphthyl)-2-chloroethyl]imidazole hydrochloride). As a reaction SMILES: S(Cl)([Cl:3])=O.[CH3:5][C:6]1[CH:7]=[C:8]2[C:13](=[CH:14][CH:15]=1)[CH:12]=[C:11]([CH:16](O)[CH2:17][N:18]1[CH:22]=[CH:21][N:20]=[CH:19]1)[CH:10]=[CH:9]2>>[ClH:3].[CH3:5][C:6]1[CH:7]=[C:8]2[C:13](=[CH:14][CH:15]=1)[CH:12]=[C:11]([CH:16]([Cl:3])[CH2:17][N:18]1[CH:22]=[CH:21][N:20]=[CH:19]1)[CH:10]=[CH:9]2 |f:2.3|. Reported procedure: Thionyl chloride (5 ml.) and 2.0 g. of 1-[2-(6-methyl-2-naphthyl)-2-hydroxyethyl]imidazole are stirred at room temperature for about 20 minutes. Thereafter, the solution is evaporated to dryness and the residue is treated with ethyl acetate and filtered to yield 1-[2-(6-methyl-2-naphthyl)-2-chloroethyl]imidazole hydrochloride.